describe an organic reaction: reactants, conditions, products, and yield From a dataset of the Open Reaction Database (ORD), a public repository of structured organic reaction records. The reactants are CN(C(=O)Cl)C (dimethylcarbamyl chloride), NCCN1C(=NC=2C(=NC(=C(C21)C)C)N)C (1-(2-aminoethyl)-2,6,7-trimethyl-1H-imidazo[4,5-c]pyridin-4-amine). The product is NC1=NC(=C(C2=C1N=C(N2CCNC(N(C)C)=O)C)C)C (N′-[2-(4-amino-2,6,7-trimethyl-1H-imidazo[4,5-c]pyridin-1-yl)ethyl]-N,N-dimethylurea). RXN SMILES: [CH3:1][N:2]([CH3:6])[C:3](Cl)=[O:4].[NH2:7][CH2:8][CH2:9][N:10]1[C:18]2[C:17]([CH3:19])=[C:16]([CH3:20])[N:15]=[C:14]([NH2:21])[C:13]=2[N:12]=[C:11]1[CH3:22]>>[NH2:21][C:14]1[C:13]2[N:12]=[C:11]([CH3:22])[N:10]([CH2:9][CH2:8][NH:7][C:3](=[O:4])[N:2]([CH3:6])[CH3:1])[C:18]=2[C:17]([CH3:19])=[C:16]([CH3:20])[N:15]=1. Procedure details: Using the method of Examples 118-133, dimethylcarbamyl chloride was reacted with 1-(2-aminoethyl)-2,6,7-trimethyl-1H-imidazo[4,5-c]pyridin-4-amine to provide the desired compound. The observed accurate mass was 291.1929. Isolated yield 87.3%. The solvent is C(C)N(CC)CC (triethylamine). Yields the product C(C1=CC=CC=C1)(C1=CC=CC=C1)(C1=CC=CC=C1)NCCCCCC(O)=C(C#N)C#N (5-(Tritylamino)pentylhydroxymethylenemalononitrile). Reported procedure: To a dichloromethane solution of 6-(tritylamino)-caproic acid (20.0 g, 53 mmole) and triethylamine (20 mL) in an ice bath was added dropwise over 30 min isobutyl-chloroformate (8.3 mL, 64 mmole). After the mixture was stirred for 2 hr in an ice bath, freshly distilled malononitrile (4.2 g, 64 mmole) was added all at once. The solution was stirred for 2 hr in an ice bath and for 2 hr at RT. The dichloromethane solution was washed with ice cold 2N HCl (300 mL) and the biphasic mixture was filtered... RXN SMILES: ClCCl.[C:4]([NH:23][CH2:24][CH2:25][CH2:26][CH2:27][CH2:28][C:29](O)=[O:30])([C:17]1[CH:22]=[CH:21][CH:20]=[CH:19][CH:18]=1)([C:11]1[CH:16]=[CH:15][CH:14]=[CH:13][CH:12]=1)[C:5]1[CH:10]=[CH:9][CH:8]=[CH:7][CH:6]=1.C(OC(Cl)=O)C(C)C.[C:40](#[N:44])[CH2:41][C:42]#[N:43]>C(N(CC)CC)C>[C:4]([NH:23][CH2:24][CH2:25][CH2:26][CH2:27][CH2:28][C:29](=[C:41]([C:40]#[N:44])[C:42]#[N:43])[OH:30])([C:11]1[CH:12]=[CH:13][CH:14]=[CH:15][CH:16]=1)([C:5]1[CH:10]=[CH:9][CH:8]=[CH:7][CH:6]=1)[C:17]1[CH:18]=[CH:19][CH:20]=[CH:21][CH:22]=1. Starting materials: C(CC#N)#N (malononitrile), ClCCl (dichloromethane), C(C1=CC=CC=C1)(C1=CC=CC=C1)(C1=CC=CC=C1)NCCCCCC(=O)O (6-(tritylamino)-caproic acid), C(C(C)C)OC(=O)Cl (isobutyl-chloroformate). Conditions: time 2 hour.